describe an organic reaction: reactants, conditions, products, and yield From a dataset of the Open Reaction Database (ORD), a public repository of structured organic reaction records. Reactants: C(C)N(CCNC(\C=C\[C@H](CC1=CC=CC=C1)NC(=O)NC1=CC=C(C=C1)C1=CC=CC=C1)=O)CC ((E)-(S)-4-(3-Biphenyl-4-yl-ureido)-5-phenyl-pent-2-enoic Acid (2-diethylamino-ethyl)-amide), CNCCN (N′-methyl-ethane-1,2-diamine). Product: N1(CCCC1)CCNC(\C=C\[C@H](CC1=CC=CC=C1)NC(=O)NC1=CC=C(C=C1)C1=CC=CC=C1)=O ((E)-(S)-4-(3-Biphenyl-4-yl-ureido)-5-phenyl-pent-2-enoic Acid (2-pyrrolidin-1-yl-ethyl)-amide). Reaction SMILES: [CH2:1]([N:3]([CH2:35][CH3:36])[CH2:4][CH2:5][NH:6][C:7](=[O:34])/[CH:8]=[CH:9]/[C@@H:10]([NH:18][C:19]([NH:21][C:22]1[CH:27]=[CH:26][C:25]([C:28]2[CH:33]=[CH:32][CH:31]=[CH:30][CH:29]=2)=[CH:24][CH:23]=1)=[O:20])[CH2:11][C:12]1[CH:17]=[CH:16][CH:15]=[CH:14][CH:13]=1)[CH3:2].CNCCN>>[N:3]1([CH2:4][CH2:5][NH:6][C:7](=[O:34])/[CH:8]=[CH:9]/[C@@H:10]([NH:18][C:19]([NH:21][C:22]2[CH:27]=[CH:26][C:25]([C:28]3[CH:33]=[CH:32][CH:31]=[CH:30][CH:29]=3)=[CH:24][CH:23]=2)=[O:20])[CH2:11][C:12]2[CH:17]=[CH:16][CH:15]=[CH:14][CH:13]=2)[CH2:1][CH2:2][CH2:36][CH2:35]1. Procedure details: Prepared as in Example 18, step B, from (E)-(S)-4-(3-biphenyl-4-yl-ureido)-5-phenyl-pent-2-enoic acid (Example 19, step A), substituting 2-pyrrolidin-1-yl-ethylamine for N′-methyl-ethane-1,2-diamine. MS (electrospray): mass calculated for C30H3N4O2, 482.27; m/z found, 483.3 [M+H]+, 505.2 [M+Na]+, 987.5 [2M+H]+. 1H NMR (400 MHz, CDCl3): 7.99 (s, 1H), 7.53 (d, J=7.4 Hz, 2H), 7.49–7.37 (m, 7H), 7.32–7.20 (m, 5H), 6.80 (dd, J=15.3, 5.1 Hz, 1H), 5.97–5.93 (m, 2H), 4.89–4.83 (m, 1H), 4.51–4.45 (m, 1H)... The reactants are C(C)N(CCF)CCN1C(C=2C(C1=O)=CC=CC2)=O (N-[2-[N-ethyl-N-(2-fluoroethyl)amino]ethyl]phthalimide), O.NN (hydrazine monohydrate). Run in C(C)O (ethanol). Yields the product NCCN(CCF)CC (N-(2-aminoethyl)-N-ethyl-N-(2-fluoroethyl)amine). Yield: 55.8%. Reaction SMILES: [CH2:1]([N:3]([CH2:7][CH2:8][N:9]1C(=O)C2=CC=CC=C2C1=O)[CH2:4][CH2:5][F:6])[CH3:2].O.NN>C(O)C>[NH2:9][CH2:8][CH2:7][N:3]([CH2:1][CH3:2])[CH2:4][CH2:5][F:6] |f:1.2|. Procedure details: To a stirred solution of compound 21 (752 mg, 2.85 mmol) in anhydrous ethanol (30 mL) was added, under argon, hydrazine monohydrate (324 μL, 6.68 mmol). The mixture was refluxed for 1 h. After cooling to room temperature, the white precipitate was filtered and washed with ethanol (10 mL). The filtrate was evaporated under vacuum and the residue was chromatographed (Al2O3, CH2Cl2/EtOH/NH4OH, 80/19/1, v/v/v) to give compound 22 (213 mg, 1.59 mmol) as an orange-coloured oil. Yield 56%; Rf (Al2O3, C... The reactants are C(C)(=O)O[C@@H]1[C@]2(C)[C@@H](CC1)[C@@H]1CCC3=CC(C([C@@H]([C@]3(C)[C@H]1CC2)C)I)=O (17β-acetoxy-2-iodo-1α-methyl-androst-4-en-3-one), C([O-])([O-])=O.[Li+].[Li+] (lithium carbonate), O (water). Run in CN(C=O)C (dimethylformamide). The product is C(C)(=O)O[C@@H]1[C@]2(C)[C@@H](CC1)[C@@H]1CCC3=CC(C=C([C@]3(C)[C@H]1CC2)C)=O (17β-Acetoxy-1-methyl-androsta-1,4-dien-3-one). As a reaction SMILES: [C:1]([O:4][C@H:5]1[CH2:10][CH2:9][C@H:8]2[C@H:11]3[C@H:21]([CH2:22][CH2:23][C@:6]12[CH3:7])[C@:19]1([CH3:20])[C:14](=[CH:15][C:16](=[O:26])[CH:17](I)[C@@H:18]1[CH3:24])[CH2:13][CH2:12]3)(=[O:3])[CH3:2].C(=O)([O-])[O-].[Li+].[Li+].O>CN(C)C=O>[C:1]([O:4][C@H:5]1[CH2:10][CH2:9][C@H:8]2[C@H:11]3[C@H:21]([CH2:22][CH2:23][C@:6]12[CH3:7])[C@:19]1([CH3:20])[C:14](=[CH:15][C:16](=[O:26])[CH:17]=[C:18]1[CH3:24])[CH2:13][CH2:12]3)(=[O:3])[CH3:2] |f:1.2.3|. Procedure details: 1.4 g (3 mmol) of 17α-acetoxy-2-iodo-1α-methyl-androst-4-en-3-one of example 11 and 0.443 g (6 mmol) of anhydrous lithium carbonate are stirred in 6 ml of dimethylformamide for 1 hour at 120° C. under nitrogen atmosphere. After cooling, it is added to water and extracted with ethyl acetate. The ethyl acetate solution is dried on sodium sulfate and then concentrated by evaporation. The residue is chromatographed on silica gel with ethyl acetate/hexane as mobile solvent. After concentration by eva...